From a dataset of the Open Reaction Database (ORD), a public repository of structured organic reaction records. describe an organic reaction: reactants, conditions, products, and yield Starting materials: CCOC(=O)c1cc(Oc2ccc3c(C(=O)Nc4cccc(C(F)(F)F)c4)cccc3c2)ncn1, C1CCOC1, [Li+], [OH-], O. The product is O=C(O)c1cc(Oc2ccc3c(C(=O)Nc4cccc(C(F)(F)F)c4)cccc3c2)ncn1. Reaction SMILES: [CH2:1]([CH3:2])[O:3][C:4](=[O:5])[c:6]1[n:7][cH:8][n:9][c:10]([O:12][c:13]2[cH:14][c:15]3[cH:16][cH:17][cH:18][c:19]([C:23]([NH:24][c:25]4[cH:26][c:27]([C:31]([F:32])([F:33])[F:34])[cH:28][cH:29][cH:30]4)=[O:35])[c:20]3[cH:21][cH:22]2)[cH:11]1.[CH2:38]1[O:39][CH2:40][CH2:41][CH2:42]1.[Li+:37].[OH-:36].[OH2:43]>>[O:3]=[C:4]([OH:5])[c:6]1[n:7][cH:8][n:9][c:10]([O:12][c:13]2[cH:14][c:15]3[cH:16][cH:17][cH:18][c:19]([C:23]([NH:24][c:25]4[cH:26][c:27]([C:31]([F:32])([F:33])[F:34])[cH:28][cH:29][cH:30]4)=[O:35])[c:20]3[cH:21][cH:22]2)[cH:11]1. As a reaction SMILES: [C:1]([C:3]1[C:4]([C:16]2[CH:21]=[CH:20][C:19]([F:22])=[CH:18][CH:17]=2)=[N:5][C:6]2[C:11]([C:12]=1[CH:13]([CH3:15])[CH3:14])=[CH:10][CH:9]=[CH:8][CH:7]=2)#[CH:2].[I:23]I>C([SnH](CCCC)CCCC)CCC.CCOCC.CC(N=NC(C#N)(C)C)(C#N)C>[F:22][C:19]1[CH:20]=[CH:21][C:16]([C:4]2[C:3](/[CH:1]=[CH:2]/[I:23])=[C:12]([CH:13]([CH3:15])[CH3:14])[C:11]3[C:6](=[CH:7][CH:8]=[CH:9][CH:10]=3)[N:5]=2)=[CH:17][CH:18]=1. Yield: 94.7%. The reagents and catalysts are CC(C)(C#N)N=NC(C)(C)C#N (AIBN), CC(C)(C#N)N=NC(C)(C)C#N (AIBN). Reported procedure: A mixture of 3-Ethynyl-2-(4-fluorophenyl)-4-(1-methylethyl)-quinoline (1.000 gm, 3.64 mmol) (the preparation of which is described in Example 5) and AIBN (13 mg) in 140 ml of tri-n-butylstannyl hydride was rapidly heated to 110° C. After 5 minutes of heating, the mixture was treated with additional Bu3SnH (0.4 ml) and the temperature of the reaction was raised to 130° C. Approximately 10 mg of AIBN was added to the reaction mixture every 0.5 hours. After 4.5 hours, the mixture was cooled to room... Reactants: C(#C)C=1C(=NC2=CC=CC=C2C1C(C)C)C1=CC=C(C=C1)F (3-Ethynyl-2-(4-fluorophenyl)-4-(1-methylethyl)-quinoline), II (I2). Product: FC1=CC=C(C=C1)C1=NC2=CC=CC=C2C(=C1\C=C\I)C(C)C ((E)-2-(4-Fluorophenyl)-3-(2-iodoethenyl)-4-(1-methylethyl)quinoline). Reaction conditions: temperature 110 celsius, time 4.5 hour. Run in CCOCC (Et2O), CCCC[SnH](CCCC)CCCC (Bu3SnH), C(CCC)[SnH](CCCC)CCCC (tri-n-butylstannyl hydride). Reported procedure: A mixture of 6-bromoindoline (750 mg, 3.79 mmol), 1-(bromomethyl)-3-fluorobenzene (697 pt, 5.68 mmol) and cesium carbonate (1.851 g, 5.68 mmol) in N,N-dimethylformamide (7.573 mL) was stirred at 110° C. for 2 hours. The mixture was cooled, diluted with 100 mL ethyl acetate, washed with water and brine, dried over magnesium sulfate, filtered and concentrated. Purification by silica gel flash chromatography (Isco®, Redi-Sep® column), eluting with a gradient of 2-50% ethyl acetate/hexane, afforded ... As a reaction SMILES: [Br:1][C:2]1[CH:10]=[C:9]2[C:5]([CH2:6][CH2:7][NH:8]2)=[CH:4][CH:3]=1.Br[CH2:12][C:13]1[CH:18]=[CH:17][CH:16]=[C:15]([F:19])[CH:14]=1.C(=O)([O-])[O-].[Cs+].[Cs+]>CN(C)C=O.C(OCC)(=O)C>[Br:1][C:2]1[CH:10]=[C:9]2[C:5]([CH2:6][CH2:7][N:8]2[CH2:12][C:13]2[CH:18]=[CH:17][CH:16]=[C:15]([F:19])[CH:14]=2)=[CH:4][CH:3]=1 |f:2.3.4|. Product: BrC1=CC=C2CCN(C2=C1)CC1=CC(=CC=C1)F (6-bromo-1-(3-fluorobenzyl)indoline). Reactants: BrC1=CC=C2CCNC2=C1 (6-bromoindoline), BrCC1=CC(=CC=C1)F (1-(bromomethyl)-3-fluorobenzene), C([O-])([O-])=O.[Cs+].[Cs+] (cesium carbonate). The solvent is CN(C=O)C (N,N-dimethylformamide), C(C)(=O)OCC (ethyl acetate). Run at temperature 110 celsius, time 2 hour. Starting materials: [K+].[Br-] (KBr), O=C1N(C(=CC=C1NC(CCC1=CC=CC=C1)=O)C1=CC=CC=C1)CC(=O)NC(CC(=O)O)C=O (3-(1,2-Dihydro-2-oxo-6-phenyl-3-(3-phenyl-propionyl)amino-1-pyridyl)acetylamino-4-oxobutanoic acid), [K+].[Br-] (KBr), O (H2O), 3(S). The solvent is CO (MeOH). Yields the product O=C1N(C=CC=C1NC(CCC1=CC=CC=C1)=O)CC(=O)NC(CC(=O)O)C=O (3-(1,2-Dihydro-2-oxo-3-(3-phenylpropionyl)amino-1-pyridyl)acetylamino-4-oxobutanoic acid). Reaction SMILES: [K+].[Br-].O.[O:4]=[C:5]1[C:10]([NH:11][C:12](=[O:21])[CH2:13][CH2:14][C:15]2[CH:20]=[CH:19][CH:18]=[CH:17][CH:16]=2)=[CH:9][CH:8]=[C:7](C2C=CC=CC=2)[N:6]1[CH2:28][C:29]([NH:31][CH:32]([CH:37]=[O:38])[CH2:33][C:34]([OH:36])=[O:35])=[O:30]>CO>[O:4]=[C:5]1[C:10]([NH:11][C:12](=[O:21])[CH2:13][CH2:14][C:15]2[CH:20]=[CH:19][CH:18]=[CH:17][CH:16]=2)=[CH:9][CH:8]=[CH:7][N:6]1[CH2:28][C:29]([NH:31][CH:32]([CH:37]=[O:38])[CH2:33][C:34]([OH:36])=[O:35])=[O:30] |f:0.1|. Procedure details: 3(S) 3-(1,2-Dihydro-2-oxo-6-phenethyl-3(3-phenyl-propionyl)amino-1-pyridyl)acetylamino-4-oxobutanoic acid (54c), was isolated (46%) as a white solid: IR (KBr) 337S, 1694, 1643, 1586, 1561, 1515, 1377, 1254, 1188, 1070; 1H NMR (CD3OD) 8.18 (1H, d, J=7.8), 7.22 (10H, m), 6.15 (1H, d, J=7.8), 4.75 (2H, s), 4.58 (1H, m), 4.30 (1H, m), 3.01-2.28 (10H, m); MS FAB+ M+=504 (M+1). 3(S) 3-(6-Butyl-1,2-dihydro-2-oxo-3-(3-phenylpropionyl)amino-1-pyridyl)acetylamino-4-oxobutanoic acid (54d), was isolated (90... Reactants: CCO, N#CCc1ccc(I)cc1F, [K+], [OH-], O. The product is O=C(O)Cc1ccc(I)cc1F. Reaction SMILES: [CH3:15][CH2:16][OH:17].[F:1][c:2]1[c:3]([CH2:9][C:10]#[N:11])[cH:4][cH:5][c:6]([I:8])[cH:7]1.[K+:14].[OH-:13].[OH2:12]>>[F:1][c:2]1[c:3]([CH2:9][C:10](=[O:12])[OH:13])[cH:4][cH:5][c:6]([I:8])[cH:7]1. Reactants: O=C([O-])[O-], CS(C)=O, [Cs+], [Cs+], COC(=O)N1CCC(c2nccnc2F)CC1, O=C(c1ccc(O)cc1)c1nc2ccccc2[nH]1. Yields the product COC(=O)N1CCC(c2nccnc2Oc2ccc(C(=O)c3nc4ccccc4[nH]3)cc2)CC1. Reaction SMILES: [C:36](=[O:37])([O-:38])[O-:39].[CH3:42][S:43]([CH3:44])=[O:45].[Cs+:40].[Cs+:41].[F:19][c:20]1[c:21]([CH:26]2[CH2:27][CH2:28][N:29]([C:32](=[O:33])[O:34][CH3:35])[CH2:30][CH2:31]2)[n:22][cH:23][cH:24][n:25]1.[nH:1]1[c:2]([C:10](=[O:11])[c:12]2[cH:13][cH:14][c:15]([OH:18])[cH:16][cH:17]2)[n:3][c:4]2[c:5]1[cH:6][cH:7][cH:8][cH:9]2>>[nH:1]1[c:2]([C:10](=[O:11])[c:12]2[cH:13][cH:14][c:15]([O:18][c:20]3[c:21]([CH:26]4[CH2:27][CH2:28][N:29]([C:32](=[O:33])[O:34][CH3:35])[CH2:30][CH2:31]4)[n:22][cH:23][cH:24][n:25]3)[cH:16][cH:17]2)[n:3][c:4]2[c:5]1[cH:6][cH:7][cH:8][cH:9]2. Reactants: ICl (ICl), C(Cl)Cl (DCM), ICl (ICl), C(Cl)Cl (DCM), resultant solution, ICl (ICl), C(Cl)Cl (DCM), C(C)(C)S(=O)(=O)C1=CC=C(C=C1)C=1N=C2C(=NC1)NC=C2 (2-(4-Isopropylsulfonylphenyl)-5H-pyrrolo[2,3-b]pyrazine). Run in N1=CC=CC=C1 (pyridine). Conditions: temperature 0 celsius, time 30 minute. The product is IC1=CNC2=NC=C(N=C21)C2=CC=C(C=C2)S(=O)(=O)C(C)C (7-Iodo-2-(4-isopropylsulfonylphenyl)-5H-pyrrolo[2,3-b]pyrazine). Yield: 87.0%. RXN SMILES: [CH:1]([S:4]([C:7]1[CH:12]=[CH:11][C:10]([C:13]2[N:14]=[C:15]3[CH:21]=[CH:20][NH:19][C:16]3=[N:17][CH:18]=2)=[CH:9][CH:8]=1)(=[O:6])=[O:5])([CH3:3])[CH3:2].[I:22]Cl.C(Cl)Cl>N1C=CC=CC=1>[I:22][C:21]1[C:15]2[C:16](=[N:17][CH:18]=[C:13]([C:10]3[CH:9]=[CH:8][C:7]([S:4]([CH:1]([CH3:3])[CH3:2])(=[O:6])=[O:5])=[CH:12][CH:11]=3)[N:14]=2)[NH:19][CH:20]=1. Procedure details: 2-(4-Isopropylsulfonylphenyl)-5H-pyrrolo[2,3-b]pyrazine (1 g, 3.318 mmol) was dissolved in anhydrous pyridine (20 mL) and cooled to 0° C. in an ice-bath. 1M ICl in DCM (3.484 mL, 3.484 mmol) was added slowly and the resultant solution stirred at 0° C. After 5 hours a further portion of 1M ICl in DCM (3.484 mL, 3.484 mmol) was added and the reaction allowed to warm to ambient temperature over 16 hours. A further portion of 1M ICl in DCM (3.484 mL, 3.484 mmol) was added and the reaction stirred at... The reactants are CC(=O)c1cc2[nH]c(S)nc2cc1C, ClCCl, CCO, ClCc1nccc2c1OCO2, [Na+], [OH-]. Yields the product CC(=O)c1cc2nc(SCc3nccc4c3OCO4)[nH]c2cc1C. Reaction SMILES: [C:12]([CH3:13])(=[O:14])[c:15]1[cH:16][c:17]2[c:18]([n:19][c:20]([SH:22])[nH:21]2)[cH:23][c:24]1[CH3:25].[CH2:31]([Cl:32])[Cl:33].[CH3:28][CH2:29][OH:30].[Cl:1][CH2:2][c:3]1[n:4][cH:5][cH:6][c:7]2[c:8]1[O:9][CH2:10][O:11]2.[Na+:27].[OH-:26]>>[CH2:2]([c:3]1[n:4][cH:5][cH:6][c:7]2[c:8]1[O:9][CH2:10][O:11]2)[S:22][c:20]1[nH:19][c:18]2[c:17]([cH:16][c:15]([C:12]([CH3:13])=[O:14])[c:24]([CH3:25])[cH:23]2)[n:21]1.